From a dataset of the Open Reaction Database (ORD), a public repository of structured organic reaction records. describe an organic reaction: reactants, conditions, products, and yield Starting materials: COC([C@@H](N)CC1=CC=C(C=C1)OCC1=NC2=C(N1C)C=C(C=C2)OC)=O (4-(6-methoxy-1-methyl-1H-benzimidazol-2-ylmethoxy)phenylalanine methyl ester), C(C1=CC=CC=C1)(=O)C1C(CCCC1)=O (2-benzoylcyclohexanone), C1(=CC=CC=C1)OC (anisole). Reagents/catalysts: [Pd] (palladium on carbon). Product: COC([C@@H](NC1=C(C=CC=C1)C(C1=CC=CC=C1)=O)CC1=CC=C(C=C1)OCC1=NC2=C(N1C)C=C(C=C2)OC)=O (N-(2-Benzoylphenyl)-4-(6-methoxy-1-methyl-1H-benzimidazol-2-ylmethoxy)phenylalanine methyl ester). Reaction SMILES: [CH3:1][O:2][C:3](=[O:27])[C@H:4]([CH2:6][C:7]1[CH:12]=[CH:11][C:10]([O:13][CH2:14][C:15]2[N:19]([CH3:20])[C:18]3[CH:21]=[C:22]([O:25][CH3:26])[CH:23]=[CH:24][C:17]=3[N:16]=2)=[CH:9][CH:8]=1)[NH2:5].[C:28]([CH:36]1[CH2:41][CH2:40][CH2:39][CH2:38][C:37]1=O)(=[O:35])[C:29]1[CH:34]=[CH:33][CH:32]=[CH:31][CH:30]=1.C1(OC)C=CC=CC=1>[Pd]>[CH3:1][O:2][C:3](=[O:27])[C@H:4]([CH2:6][C:7]1[CH:8]=[CH:9][C:10]([O:13][CH2:14][C:15]2[N:19]([CH3:20])[C:18]3[CH:21]=[C:22]([O:25][CH3:26])[CH:23]=[CH:24][C:17]=3[N:16]=2)=[CH:11][CH:12]=1)[NH:5][C:30]1[CH:31]=[CH:32][CH:33]=[CH:34][C:29]=1[C:28](=[O:35])[C:36]1[CH:37]=[CH:38][CH:39]=[CH:40][CH:41]=1. Reported procedure: A mixture of 4-(6-methoxy-1-methyl-1H-benzimidazol-2-ylmethoxy)phenylalanine methyl ester (1.1 g), 2-benzoylcyclohexanone (0.7 g), palladium on carbon (10%, 0.2 g) and anisole (15 ml) was heated at reflux for 21 hours. Insoluble material of the reaction mixture was removed by filtration and the anisole of the filtrate was evaporated under reduced pressure. The residue was chromatographed on a silica gel column using hexane:ethyl acetate=1:2 as the eluant to afford the title compound (0.95 g, Rf=... Starting materials: peroxide, peroxide, OO (hydrogen peroxide), OO (H2O2), S(O)(O)(=O)=O (sulfuric acid), [OH-].[Al+3].[OH-].[OH-] (aluminum hydroxide), OO (hydrogen peroxide), peroxide, S(O)(O)(=O)=O (sulfuric acid), OO (hydrogen peroxide). Run in O (water). Yields the product S(=O)(=O)([O-])[O-].[Al+3].S(=O)(=O)([O-])[O-].S(=O)(=O)([O-])[O-].[Al+3] (aluminum sulfate). As a reaction SMILES: OO.[S:3](=[O:7])(=[O:6])([OH:5])[OH:4].[OH-].[Al+3:9].[OH-].[OH-]>O>[S:3]([O-:7])([O-:6])(=[O:5])=[O:4].[Al+3:9].[S:3]([O-:7])([O-:6])(=[O:5])=[O:4].[S:3]([O-:7])([O-:6])(=[O:5])=[O:4].[Al+3:9] |f:2.3.4.5,7.8.9.10.11|. Procedure: By advancing the reaction in the presence of a peroxide, such as hydrogen peroxide solution, in the reaction system, a decomposition reaction of the peroxide, (H2O2→H2O+1/2O2↑+98.4 kJ when the peroxide is hydrogen peroxide) is induced during the reaction, and contributes to the elevation of the temperature of the reaction system. Thus, not only can the reaction rate be improved, but also the reaction can be completed without using a heating source. For this reason, the reaction temperature is st... Product: COC1=C(C(=O)NC2(CN(CC(C2)OCOC)C)C2=CC=CC=C2)C(=CC(=C1)C(F)(F)F)SC (rac-2-Methoxy-N-(5-methoxymethoxy-1-methyl-3-phenyl-piperidin-3-yl)-6-methylsulfanyl-4-trifluoromethyl-benzamide). Reaction SMILES: [CH3:1][O:2][CH2:3][O:4][CH:5]1[CH2:10][N:9]([CH3:11])[CH2:8][C:7]([NH2:18])([C:12]2[CH:17]=[CH:16][CH:15]=[CH:14][CH:13]=2)[CH2:6]1.[CH3:19][O:20][C:21]1[CH:29]=[C:28]([C:30]([F:33])([F:32])[F:31])[CH:27]=[C:26]([S:34][CH3:35])[C:22]=1[C:23](Cl)=[O:24]>>[CH3:19][O:20][C:21]1[CH:29]=[C:28]([C:30]([F:31])([F:32])[F:33])[CH:27]=[C:26]([S:34][CH3:35])[C:22]=1[C:23]([NH:18][C:7]1([C:12]2[CH:17]=[CH:16][CH:15]=[CH:14][CH:13]=2)[CH2:6][CH:5]([O:4][CH2:3][O:2][CH3:1])[CH2:10][N:9]([CH3:11])[CH2:8]1)=[O:24]. Reported procedure: In analogy to the procedure described for the synthesis of example 16, the title compound was prepared from rac-5-methoxymethoxy-1-methyl-3-phenyl-piperidin-3-ylamine (Example A.10) and 2-methoxy-6-methylsulfanyl-4-trifluoromethyl-benzoyl chloride (Example B.6). The reactants are COCOC1CC(CN(C1)C)(C1=CC=CC=C1)N (rac-5-methoxymethoxy-1-methyl-3-phenyl-piperidin-3-ylamine), COC1=C(C(=O)Cl)C(=CC(=C1)C(F)(F)F)SC (2-methoxy-6-methylsulfanyl-4-trifluoromethyl-benzoyl chloride). Starting materials: N[C@H](CS)C(=O)O (D-Cysteine), B.O1CCCC1 (Borane tetrahydrofuran), C(C1=CC=CC=C1)(C1=CC=CC=C1)(C1=CC=CC=C1)Cl (Trityl chloride). Run in C1CCOC1 (THF). Run at temperature 0 celsius, time 6 hour. Product: N[C@@H](CO)CSC(C1=CC=CC=C1)(C1=CC=CC=C1)C1=CC=CC=C1 ((S)-2-Amino-3-(tritylthio)propan-1-ol). RXN SMILES: [NH2:1][C@@H:2]([C:5]([OH:7])=O)[CH2:3][SH:4].B.O1CCCC1.[C:14](Cl)([C:27]1[CH:32]=[CH:31][CH:30]=[CH:29][CH:28]=1)([C:21]1[CH:26]=[CH:25][CH:24]=[CH:23][CH:22]=1)[C:15]1[CH:20]=[CH:19][CH:18]=[CH:17][CH:16]=1>C1COCC1>[NH2:1][C@H:2]([CH2:3][S:4][C:14]([C:15]1[CH:20]=[CH:19][CH:18]=[CH:17][CH:16]=1)([C:27]1[CH:28]=[CH:29][CH:30]=[CH:31][CH:32]=1)[C:21]1[CH:22]=[CH:23][CH:24]=[CH:25][CH:26]=1)[CH2:5][OH:7] |f:1.2|. Procedure details: D-Cysteine (2.36 g, 19.48 mmol) was suspended in THF (40 mL) and cooled to 0° C. Borane-tetrahydrofuran complex (1 M in THF, 78 mL, 78 mmol) was added over 20 mins and the mixture was stirred at RT for 6 hours. The reaction was quenched with DMF (7 mL) and stirred for 25 mins. Trityl chloride (5.97 g, 21.43 mmol) was added and the mixture stirred for a further 16 hours. The reaction mixture was evaporated under vacuum. The residue was partitioned between DCM and water and the phases separated. T... Starting materials: [Br-], Cc1ccccc1, C[Mg+], O=S1(=O)N=C(c2ccc(Cl)cc2)C(c2ccc(Cl)cc2)=N1, Cl. Yields the product CC1(c2ccc(Cl)cc2)NS(=O)(=O)N=C1c1ccc(Cl)cc1. As a reaction SMILES: [Br-:1].[CH3:26][c:27]1[cH:28][cH:29][cH:30][cH:31][cH:32]1.[CH3:2][Mg+:3].[Cl:4][c:5]1[cH:6][cH:7][c:8]([C:11]2=[N:12][S:13](=[O:23])(=[O:24])[N:14]=[C:15]2[c:16]2[cH:17][cH:18][c:19]([Cl:22])[cH:20][cH:21]2)[cH:9][cH:10]1.[ClH:25]>>[CH3:2][C:15]1([c:16]2[cH:17][cH:18][c:19]([Cl:22])[cH:20][cH:21]2)[C:11]([c:8]2[cH:7][cH:6][c:5]([Cl:4])[cH:10][cH:9]2)=[N:12][S:13](=[O:23])(=[O:24])[NH:14]1.